From a dataset of the Open Reaction Database (ORD), a public repository of structured organic reaction records. describe an organic reaction: reactants, conditions, products, and yield The reactants are C(CC)OC1=C(NC=2NC(C(=CN2)C(=O)OCC)=O)C=CC=C1 (Ethyl 1,6-dihydro-2-(2-propoxyanilino)-6-oxo-5-pyrimidinecarboxylate), [OH-].[Na+] (sodium hydroxide), O (water). Solvent: C(C)(=O)O (acetic acid). Conditions: time 1 hour. Yields the product C(CC)OC1=C(NC=2NC(C(=CN2)C(=O)O)=O)C=CC=C1 (1,6-dihydro-2-(2-propoxyanilino)-6-oxo-5-pyrimidinecarboxylic acid). Yield: 61.7%. As a reaction SMILES: [CH2:1]([O:4][C:5]1[CH:23]=[CH:22][CH:21]=[CH:20][C:6]=1[NH:7][C:8]1[NH:9][C:10](=[O:19])[C:11]([C:14]([O:16]CC)=[O:15])=[CH:12][N:13]=1)[CH2:2][CH3:3].[OH-].[Na+].O>C(O)(=O)C>[CH2:1]([O:4][C:5]1[CH:23]=[CH:22][CH:21]=[CH:20][C:6]=1[NH:7][C:8]1[NH:9][C:10](=[O:19])[C:11]([C:14]([OH:16])=[O:15])=[CH:12][N:13]=1)[CH2:2][CH3:3] |f:1.2|. Reported procedure: Ethyl 1,6-dihydro-2-(2-propoxyanilino)-6-oxo-5-pyrimidinecarboxylate (8 g) and sodium hydroxide (3 g) are added to water (100 ml), and the mixture is refluxed with stirring for 1 hour. After cooling, the reaction mixture is acidified with acetic acid, and the resulting solid is collected by filtration and recrystallized from DMF. The precipitate is collected by filtration and added to water (100 ml), and the mixture is refluxed with stirring for 1 hour. After cooling, the product is collected by... The reactants are FC1=CC=C(C=C1)C1CC(=NO1)C=1C=C(C=CC1)\C=C/CO ((Z)-3-(3-[4,5-dihydro-5-(4-fluorophenyl)isoxazol-3-yl]phenyl)-2-propen-1-ol), C1=CC=C(C=C1)P(C2=CC=CC=C2)C3=CC=CC=C3 (PPh3), C(C)(C)(C)OC(=O)NOC(=O)OC(C)(C)C (N,O-di-tert-butoxycarbonylhydroxylamine), CCOC(=O)/N=N/C(=O)OCC (diethylazodicarboxylate). Solvent: C1CCOC1 (THF), C1CCOC1 (THF). Reaction conditions: time 1.5 hour. The product is C(C)(C)(C)OC(=O)N(OC(=O)OC(C)(C)C)C\C=C/C1=CC(=CC=C1)C1=NOC(C1)C1=CC=C(C=C1)F ((Z)-N,O-di-tert-butoxycarbonyl-N-[3-(3-[4,5-dihydro-5-(4-fluorophenyl)isoxazol-3-yl]phenyl)-2-propen-1-yl]-N-hydroxylamine). The yield is 98.0%. RXN SMILES: [F:1][C:2]1[CH:7]=[CH:6][C:5]([CH:8]2[O:12][N:11]=[C:10]([C:13]3[CH:14]=[C:15](/[CH:19]=[CH:20]\[CH2:21]O)[CH:16]=[CH:17][CH:18]=3)[CH2:9]2)=[CH:4][CH:3]=1.C1C=CC(P(C2C=CC=CC=2)C2C=CC=CC=2)=CC=1.[C:42]([O:46][C:47]([NH:49][O:50][C:51]([O:53][C:54]([CH3:57])([CH3:56])[CH3:55])=[O:52])=[O:48])([CH3:45])([CH3:44])[CH3:43].CCOC(/N=N/C(OCC)=O)=O>C1COCC1>[C:42]([O:46][C:47]([N:49]([CH2:21]/[CH:20]=[CH:19]\[C:15]1[CH:16]=[CH:17][CH:18]=[C:13]([C:10]2[CH2:9][CH:8]([C:5]3[CH:4]=[CH:3][C:2]([F:1])=[CH:7][CH:6]=3)[O:12][N:11]=2)[CH:14]=1)[O:50][C:51]([O:53][C:54]([CH3:57])([CH3:56])[CH3:55])=[O:52])=[O:48])([CH3:45])([CH3:44])[CH3:43]. Procedure details: To a solution of the product of Step 3, above (15, 1.8 g, 6 mmol), PPh3 (1.9 g, 7.2 mmol) and N,O-di-tert-butoxycarbonylhydroxylamine (1.85 g, 7.8 mmol) in THF (25 ml) was added dropwise a solution of diethylazodicarboxylate (1.2 ml, 7.2 mmol) in THF (5 ml) under a nitrogen atmosphere. The reaction mixture was stirred at room temperature for 1.5 hours and solvent was removed under reduced pressure. The resultant residue was purified by column chromatography on silica gel (eluent=ethyl acetate:n-... Reactants: CCN=C=O, CO, CN1C2CCC1CN(C(=O)c1ccc(-c3ccc(N)cc3)o1)C2, [Na+], [OH-]. Product: CCNC(=O)Nc1ccc(-c2ccc(C(=O)N3CC4CCC(C3)N4C)o2)cc1. As a reaction SMILES: [CH2:24]([CH3:25])[N:26]=[C:27]=[O:28].[CH3:31][OH:32].[NH2:1][c:2]1[cH:3][cH:4][c:5](-[c:8]2[cH:9][cH:10][c:11]([C:13](=[O:14])[N:15]3[CH2:16][CH:17]4[CH2:18][CH2:19][CH:20]([CH2:21]3)[N:22]4[CH3:23])[o:12]2)[cH:6][cH:7]1.[Na+:30].[OH-:29]>>[NH:1]([c:2]1[cH:3][cH:4][c:5](-[c:8]2[cH:9][cH:10][c:11]([C:13](=[O:14])[N:15]3[CH2:16][CH:17]4[CH2:18][CH2:19][CH:20]([CH2:21]3)[N:22]4[CH3:23])[o:12]2)[cH:6][cH:7]1)[C:27]([NH:26][CH2:24][CH3:25])=[O:28].